From a dataset of the Open Reaction Database (ORD), a public repository of structured organic reaction records. describe an organic reaction: reactants, conditions, products, and yield The reactants are CC1(CC(C=2CCCNC2C1)=O)C (7,7-Dimethyl-1,2,3,4,7,8-hexahydro-quinolin5(6H)-one), COC=1C=C(C(=O)Cl)C=CC1 (3-methoxybenzoyl chloride), CC(C)N1C=C(CCC1)C(=O)C (Methyl 1-(1-methylethyl)-1,4,5,6-tetrahydro-3-pyridyl ketone). The product is CC1(CC(C=2CCCN(C2C1)C(C1=CC(=CC=C1)OC)=O)=O)C (7,7-Dimethyl-1,2,3,4,7,8-hexahydro-1-(3-methoxy -benzoyl)-quinolin-5(6H)-one). As a reaction SMILES: [CH3:1][C:2]1([CH3:13])[CH2:11][C:10]2[NH:9][CH2:8][CH2:7][CH2:6][C:5]=2[C:4](=[O:12])[CH2:3]1.[CH3:14][O:15][C:16]1[CH:17]=[C:18]([CH:22]=[CH:23][CH:24]=1)[C:19](Cl)=[O:20].CC(N1CCCC(C(C)=O)=C1)C>>[CH3:1][C:2]1([CH3:13])[CH2:11][C:10]2[N:9]([C:19](=[O:20])[C:18]3[CH:22]=[CH:23][CH:24]=[C:16]([O:15][CH3:14])[CH:17]=3)[CH2:8][CH2:7][CH2:6][C:5]=2[C:4](=[O:12])[CH2:3]1. Reported procedure: 7,7-Dimethyl-1,2,3,4,7,8-hexahydro-quinolin5(6H)-one was reacted with 3-methoxybenzoyl chloride according to the procedure of Part (b) of Example 1 to give 7,7-dimethyl-1,2,3,4, 7,8-hexahydro-1-(3-methoxybenzoyl)-quinolin-5(6H)-one (20) as a pale yellow solid. Starting materials: C(C)OC(CC1=CC(=C(C=C1)O)Br)=O ((3-bromo-4-hydroxy-phenyl)-acetic acid ethyl ester), ICC (iodoethane). The product is C(C)OC(CC1=CC(=C(C=C1)OCC)Br)=O ((3-Bromo-4-ethoxy-phenyl)-acetic acid ethyl ester). Reaction SMILES: [CH2:1]([O:3][C:4](=[O:14])[CH2:5][C:6]1[CH:11]=[CH:10][C:9]([OH:12])=[C:8]([Br:13])[CH:7]=1)[CH3:2].I[CH2:16][CH3:17]>>[CH2:1]([O:3][C:4](=[O:14])[CH2:5][C:6]1[CH:11]=[CH:10][C:9]([O:12][CH2:16][CH3:17])=[C:8]([Br:13])[CH:7]=1)[CH3:2]. Reported procedure: Prepared according to the procedure described in Example 123, Step 1, using the following starting materials: (3-bromo-4-hydroxy-phenyl)-acetic acid ethyl ester and iodoethane. Isolated yield 26.7%. Yields the product C(C)(=O)O.C(C)OC1=C(C=C(C=C1)[C@@H](C1=NN(C(N1)=O)C1=NC=CC=N1)NC1=CC=C(C(=N)N)C=C1)OC ((S)-4-{[(4-ethoxy-3-methoxyphenyl)-(5-oxo-1-pyrimidin-2-yl-4,5-dihydro-1H-[1,2,4]triazol-3-yl)methyl]amino}benzamidine acetate). The solvent is C(C)(=O)O (acetic acid). Procedure details: A SUMICHIRAL OA-2500 column was used for optical resolution of 75 mg of 4-{[(4-ethoxy-3-methoxyphenyl)-(5-oxo-1-pyrimidin-2-yl-4,5-dihydro-1H-[1,2,4]triazol-3-yl)methyl]amino}benzamidine acetate (produced by the same procedure as in Example (18g), using 0.1% acetic acid instead of the 0.1% trifluoroacetic acid in Example (18g)), and the first eluting enantiomer (20 mg) of the title compound was obtained as a white solid. The reactants are C(C)(=O)O.C(C)OC1=C(C=C(C=C1)C(C1=NN(C(N1)=O)C1=NC=CC=N1)NC1=CC=C(C(=N)N)C=C1)OC (4-{[(4-ethoxy-3-methoxyphenyl)-(5-oxo-1-pyrimidin-2-yl-4,5-dihydro-1H-[1,2,4]triazol-3-yl)methyl]amino}benzamidine acetate). RXN SMILES: [C:1]([OH:4])(=[O:3])[CH3:2].[CH2:5]([O:7][C:8]1[CH:13]=[CH:12][C:11]([CH:14]([NH:27][C:28]2[CH:36]=[CH:35][C:31]([C:32]([NH2:34])=[NH:33])=[CH:30][CH:29]=2)[C:15]2[NH:19][C:18](=[O:20])[N:17]([C:21]3[N:26]=[CH:25][CH:24]=[CH:23][N:22]=3)[N:16]=2)=[CH:10][C:9]=1[O:37][CH3:38])[CH3:6]>C(O)(=O)C>[C:1]([OH:4])(=[O:3])[CH3:2].[CH2:5]([O:7][C:8]1[CH:13]=[CH:12][C:11]([C@H:14]([NH:27][C:28]2[CH:29]=[CH:30][C:31]([C:32]([NH2:34])=[NH:33])=[CH:35][CH:36]=2)[C:15]2[NH:19][C:18](=[O:20])[N:17]([C:21]3[N:22]=[CH:23][CH:24]=[CH:25][N:26]=3)[N:16]=2)=[CH:10][C:9]=1[O:37][CH3:38])[CH3:6] |f:0.1,3.4|. The reactants are C(=O)([O-])[O-].[K+].[K+] (K2CO3), ClCC(C)=O (chloroacetone), CN(C)C=O (DMF), ClC1=C(C(=O)OC)C=CC(=C1O)S(=O)(=O)CC (methyl 2-chloro-3-hydroxy-4-ethylsulfonylbenzoate). Solvent: O (water). Reaction conditions: temperature 80 celsius. The product is ClC1=C(C(=O)OC)C=CC(=C1OCC(=O)C)S(=O)(=O)CC (Methyl 2-chloro-3-(methylcarbonylmethoxy)-4-ethylsulfonylbenzoate). RXN SMILES: C([O-])([O-])=O.[K+].[K+].Cl[CH2:8][C:9](=[O:11])[CH3:10].CN(C=O)C.[Cl:17][C:18]1[C:27]([OH:28])=[C:26]([S:29]([CH2:32][CH3:33])(=[O:31])=[O:30])[CH:25]=[CH:24][C:19]=1[C:20]([O:22][CH3:23])=[O:21]>O>[Cl:17][C:18]1[C:27]([O:28][CH2:8][C:9]([CH3:10])=[O:11])=[C:26]([S:29]([CH2:32][CH3:33])(=[O:31])=[O:30])[CH:25]=[CH:24][C:19]=1[C:20]([O:22][CH3:23])=[O:21] |f:0.1.2|. Procedure details: 0.922 g (7.2 mmol) of K2CO3, 0.179 g (1.10 mmol) of KI and 0.454 g (4.7 mmol) of chloroacetone were introduced into 30 ml of DMF. 1.000 g (3.6 mmol) of methyl 2-chloro-3-hydroxy-4-ethylsulfonylbenzoate were added at RT and the mixture was then heated for 4 hours at 80° C. The mixture was then poured into water and extracted with diisopropyl ether. The combined organic phases were washed with water, dried over Na2SO4 and evaporated to dryness. The resulting crude methyl 2-chloro-3-(methylcarbonyl... Reactants: C(C)(C)(C)OC(NCCNC(=O)C1=CC2=C(N(C(=N2)NC=2SC3=C(N2)C=CC(=C3)OC(F)(F)F)C)C=C1)=O ((2-{[1-methyl-2-(6-trifluoromethoxy-benzothiazol-2-ylamino)-1H-benzoimidazole-5-carbonyl]-amino}-ethyl)-carbamic acid tert-butyl ester), Cl (hydrochloric acid). The product is Cl.NCCNC(=O)C1=CC2=C(N(C(=N2)NC=2SC3=C(N2)C=CC(=C3)OC(F)(F)F)C)C=C1 (1-Methyl-2-(6-trifluoromethoxy-benzothiazol-2-ylamino)-1H-benzoimidazole-5-carboxylic acid (2-amino-ethyl)-amide hydrochloride). As a reaction SMILES: C(OC(=O)[NH:7][CH2:8][CH2:9][NH:10][C:11]([C:13]1[CH:37]=[CH:36][C:16]2[N:17]([CH3:35])[C:18]([NH:20][C:21]3[S:22][C:23]4[CH:29]=[C:28]([O:30][C:31]([F:34])([F:33])[F:32])[CH:27]=[CH:26][C:24]=4[N:25]=3)=[N:19][C:15]=2[CH:14]=1)=[O:12])(C)(C)C.[ClH:39]>>[ClH:39].[NH2:7][CH2:8][CH2:9][NH:10][C:11]([C:13]1[CH:37]=[CH:36][C:16]2[N:17]([CH3:35])[C:18]([NH:20][C:21]3[S:22][C:23]4[CH:29]=[C:28]([O:30][C:31]([F:32])([F:33])[F:34])[CH:27]=[CH:26][C:24]=4[N:25]=3)=[N:19][C:15]=2[CH:14]=1)=[O:12] |f:2.3|. Procedure details: 1-Methyl-2-(6-trifluoromethoxy-benzothiazol-2-ylamino)-1H-benzoimidazole-5-carboxylic acid (2-amino-ethyl)-amide hydrochloride (27 mg) was prepared by following General Procedure L using (2-{[1-methyl-2-(6-trifluoromethoxy-benzothiazol-2-ylamino)-1H-benzoimidazole-5-carbonyl]-amino}-ethyl)-carbamic acid tert-butyl ester (55 mg), and hydrochloric acid (0.1 ml, 4.0 N solution dioxane). LC/MS: m/z 452. 1H NMR (DMSO-d6, 400 MHz): δ 8.63 (br, 1H), 8.42 (br, 1H), 8.07 (s, 1H), 7.90 (s, 1H), 7.71 (m, 2... Starting materials: BrC1=CC=C2OC=3C(=CC(=CC3[C@]3(C2=C1)N=C(OCC3)N)OC)F ((S)-7′-bromo-4′-fluoro-2′-methoxy-5,6-dihydrospiro[[1,3]oxazine-4,9′-xanthen]-2-amine), FC1=NC=CC=C1B(O)O (2-fluoropyridin-3-ylboronic acid), N1=CC(=CC=C1)B(O)O (3-pyridineboronic acid). Product: FC1=CC(=CC=2[C@]3(C4=CC(=CC=C4OC12)C=1C(=NC=CC1)F)N=C(OCC3)N)C=3C=NC=CC3 ((S)-4′-fluoro-7′-(2-fluoropyridin-3-yl)-2′-(pyridin-3-yl)-5,6-dihydrospiro[[1,3]oxazine-4,9′-xanthen]-2-amine). RXN SMILES: Br[C:2]1[CH:15]=[C:14]2[C:5]([O:6][C:7]3[C:8]([F:24])=[CH:9][C:10](OC)=[CH:11][C:12]=3[C@@:13]32[CH2:20][CH2:19][O:18][C:17]([NH2:21])=[N:16]3)=[CH:4][CH:3]=1.[F:25][C:26]1[C:31](B(O)O)=[CH:30][CH:29]=[CH:28][N:27]=1.[N:35]1[CH:40]=[CH:39][CH:38]=[C:37](B(O)O)[CH:36]=1>>[F:24][C:8]1[C:7]2[O:6][C:5]3[C:14](=[CH:15][C:2]([C:31]4[C:26]([F:25])=[N:27][CH:28]=[CH:29][CH:30]=4)=[CH:3][CH:4]=3)[C@@:13]3([CH2:20][CH2:19][O:18][C:17]([NH2:21])=[N:16]3)[C:12]=2[CH:11]=[C:10]([C:37]2[CH:36]=[N:35][CH:40]=[CH:39][CH:38]=2)[CH:9]=1. Procedure: The title compound was synthesized by steps analogous to those described in method A7 above, but using intermediate 20B, 2-fluoropyridin-3-ylboronic acid and 3-pyridineboronic acid. MS m/z=457.0 [M+H]+. Calculated for C26H18F2N4O2: 456.14 Starting materials: [BH4-], CO, O=Cc1cc([N+](=O)[O-])ccc1Cl, O=C(O)c1cc([N+](=O)[O-])ccc1Cl, Cl, [Na+], O. Product: O=[N+]([O-])c1ccc(Cl)c(CO)c1. Reaction SMILES: [BH4-:26].[CH3:29][OH:30].[Cl:14][c:15]1[cH:16][cH:17][c:18]([N+:19]([O-:20])=[O:21])[cH:22][c:23]1[CH:24]=[O:25].[Cl:1][c:2]1[c:3]([C:4](=[O:5])[OH:6])[cH:7][c:8]([N+:11](=[O:12])[O-:13])[cH:9][cH:10]1.[ClH:28].[Na+:27].[OH2:31]>>[Cl:1][c:2]1[c:3]([CH2:4][OH:5])[cH:7][c:8]([N+:11](=[O:12])[O-:13])[cH:9][cH:10]1.